This data is from the Open Reaction Database (ORD), a public repository of structured organic reaction records. The task is: describe an organic reaction: reactants, conditions, products, and yield Reactants: COc1cccc(Cl)c1B(O)O, CCCNC(=O)c1nnc2c(Br)cccc2c1N. The product is CCCNC(=O)c1nnc2c(-c3c(Cl)cccc3OC)cccc2c1N. RXN SMILES: [Cl:19][c:20]1[c:21]([B:28]([OH:29])[OH:30])[c:22]([O:26][CH3:27])[cH:23][cH:24][cH:25]1.[NH2:1][c:2]1[c:3]([C:13](=[O:14])[NH:15][CH2:16][CH2:17][CH3:18])[n:4][n:5][c:6]2[c:7]([Br:12])[cH:8][cH:9][cH:10][c:11]12>>[NH2:1][c:2]1[c:3]([C:13](=[O:14])[NH:15][CH2:16][CH2:17][CH3:18])[n:4][n:5][c:6]2[c:7](-[c:21]3[c:20]([Cl:19])[cH:25][cH:24][cH:23][c:22]3[O:26][CH3:27])[cH:8][cH:9][cH:10][c:11]12.